Dataset: the Open Reaction Database (ORD), a public repository of structured organic reaction records. Task: describe an organic reaction: reactants, conditions, products, and yield Product: CCOC(=O)C(C#N)=C(O)C(F)(F)F, [Na]. RXN SMILES: [C:2](#[N:3])[CH2:4][C:5](=[O:6])[O:7][CH2:8][CH3:9].[CH3:19][CH2:20][OH:21].[F:10][C:11]([C:12](=[O:13])[O:14][CH2:15][CH3:16])([F:17])[F:18].[Na:1]>>[C:2](#[N:3])[C:4]([C:5](=[O:6])[O:7][CH2:8][CH3:9])=[C:12]([C:11]([F:10])([F:17])[F:18])[OH:13].[Na:1]. Starting materials: CCOC(=O)CC#N, CCO, CCOC(=O)C(F)(F)F, [Na]. Starting materials: ClC=1N=CN(C1)C1=C(C=C(C=C1)NC=1N=C(C2=C(N1)C(CC2)C2=CC=C(C=C2)OC(F)(F)F)N(C)C)OC (N2-(4-(4-chloro-1H-imidazol-1-yl)-3-methoxyphenyl)-N4,N4-dimethyl-7-(4-(trifluoromethoxy)phenyl)-6,7-dihydro-5H-cyclopenta[d]pyrimidine-2,4-diamine), 100B. Solvent: CO (methanol), C(=O)=O (CO2), CO (methanol). Yields the product ClC=1N=CN(C1)C1=C(C=C(C=C1)NC=1N=C(C2=C(N1)[C@H](CC2)C2=CC=C(C=C2)OC(F)(F)F)N(C)C)OC ((R)—N2-(4-(4-Chloro-1H-imidazol-1-yl)-3-methoxyphenyl)-N4,N4-dimethyl-7-(4-(trifluoromethoxy)phenyl)-6,7-dihydro-5H-cyclopenta[d]pyrimidine-2,4-diamine). RXN SMILES: [Cl:1][C:2]1[N:3]=[CH:4][N:5]([C:7]2[CH:12]=[CH:11][C:10]([NH:13][C:14]3[N:15]=[C:16]([N:34]([CH3:36])[CH3:35])[C:17]4[CH2:22][CH2:21][CH:20]([C:23]5[CH:28]=[CH:27][C:26]([O:29][C:30]([F:33])([F:32])[F:31])=[CH:25][CH:24]=5)[C:18]=4[N:19]=3)=[CH:9][C:8]=2[O:37][CH3:38])[CH:6]=1>C(=O)=O.CO>[Cl:1][C:2]1[N:3]=[CH:4][N:5]([C:7]2[CH:12]=[CH:11][C:10]([NH:13][C:14]3[N:15]=[C:16]([N:34]([CH3:35])[CH3:36])[C:17]4[CH2:22][CH2:21][C@H:20]([C:23]5[CH:24]=[CH:25][C:26]([O:29][C:30]([F:32])([F:33])[F:31])=[CH:27][CH:28]=5)[C:18]=4[N:19]=3)=[CH:9][C:8]=2[O:37][CH3:38])[CH:6]=1. Procedure details: A racemic mixture of N2-(4-(4-chloro-1H-imidazol-1-yl)-3-methoxyphenyl)-N4,N4-dimethyl-7-(4-(trifluoromethoxy)phenyl)-6,7-dihydro-5H-cyclopenta[d]pyrimidine-2,4-diamine (235 mg, 0.431 mmol from Example 100) was purified using chiral SFC to afford 29.2 mg of peak A (Example 100A) and 29.2 mg of peak B (Example 100B). SFC Method: Chiralpak OJ-H (4.6×250 mm, 5 μM), 30% methanol (0.1% diethylamine) in CO2, 35° C., flow rate 2.0 mL/min for 11 min, absorbance 268 nm, injection 5 μL of 2 mg/mL solution... Product: Cl.ClC=1C=C(OCCN)C=C(C1)Cl (2-(3,5-Dichlorophenoxy)ethanamine, Hydrochloride). Yield: 43.2%. RXN SMILES: [Cl:1][C:2]1[CH:3]=[C:4]([CH:19]=[C:20]([Cl:22])[CH:21]=1)[O:5][CH2:6][CH2:7][N:8]1C(=O)C2C(=CC=CC=2)C1=O.O.NN>C(O)C>[ClH:1].[Cl:1][C:2]1[CH:3]=[C:4]([CH:19]=[C:20]([Cl:22])[CH:21]=1)[O:5][CH2:6][CH2:7][NH2:8] |f:1.2,4.5|. Procedure details: A mixture of 105.5 g (0.31 mole) of 2-[2-(3,5-dichlorophenoxy)ethyl]-1H-isoindole-1,3-(2H)-dione and 24.5 g (0.41 mole) 85% hydrazine hydrate in 1 liter of 95% ethanol was heated at reflux for 4 hr. A white solid was filtered off and discarded. The filtrate was stripped to dryness and the residue partitioned between water and chloroform. The chloroform layer was washed with aqueous 10% sodium hydroxide solution and then extracted with 1N sulfuric acid. The aqueous acidic layer was made alkaline ... The reactants are ClC=1C=C(OCCN2C(C3=CC=CC=C3C2=O)=O)C=C(C1)Cl (2-[2-(3,5-dichlorophenoxy)ethyl]-1H-isoindole-1,3-(2H)-dione), O.NN (hydrazine hydrate). The solvent is C(C)O (ethanol). The reactants are COC1=CC=C(C=C1)N (p-anisidine), OC=C1C(CCCC1)=O (2-(hydroxymethylene)cyclohexanone). As a reaction SMILES: [CH3:1][O:2][C:3]1[CH:8]=[CH:7][C:6]([NH2:9])=[CH:5][CH:4]=1.OC=[C:12]1[CH2:17][CH2:16][CH2:15][CH2:14][C:13]1=[O:18]>>[CH3:1][O:2][C:3]1[CH:8]=[C:7]2[C:6](=[CH:5][CH:4]=1)[NH:9][C:12]1[C:13](=[O:18])[CH2:14][CH2:15][CH2:16][C:17]2=1. Reported procedure: 6-Methoxy-2,3,4,9-tetrahydro-1H-carbazol-1-one was prepared from p-anisidine and 2-(hydroxymethylene)cyclohexanone in a similar manner as described in Example 1 to give a tan solid. 1H-NMR (CDCl3): δ 8.77 (br s, 1H), 7.32 (d, 1H), 7.06 (d, 1H), 7.03 (s, 1H), 3.88 (s, 3H), 2.98 (t, 2H), 2.66 (t, 2H), 2.28 (quint, 2H); MS m/z 216 (M+1). Yields the product COC=1C=C2C=3CCCC(C3NC2=CC1)=O (6-Methoxy-2,3,4,9-tetrahydro-1H-carbazol-1-one). Reactants: C(C)(C)(C)C1=CC=C(CN2C=CC3=CC(=CC=C23)C2=CC(=CC=C2)OC)C=C1 (1-[4-(tert-butyl)benzyl]-5-(3-methoxyphenyl)-1H-indole), C(C(=O)Cl)(=O)Cl (oxalyl chloride), O (H2O). Yields the product C(C)(C)(C)C1=CC=C(CN2C=C(C3=CC(=CC=C23)C2=CC(=CC=C2)OC)C(C(=O)O)=O)C=C1 ([1-(4-tert-Butylbenzyl)-5-(3-methoxyphenyl)-1H-indol-3-yl](oxo)acetic acid). RXN SMILES: [C:1]([C:5]1[CH:28]=[CH:27][C:8]([CH2:9][N:10]2[C:18]3[C:13](=[CH:14][C:15]([C:19]4[CH:24]=[CH:23][CH:22]=[C:21]([O:25][CH3:26])[CH:20]=4)=[CH:16][CH:17]=3)[CH:12]=[CH:11]2)=[CH:7][CH:6]=1)([CH3:4])([CH3:3])[CH3:2].[C:29](Cl)(=[O:33])[C:30](Cl)=[O:31].[OH2:35]>>[C:1]([C:5]1[CH:28]=[CH:27][C:8]([CH2:9][N:10]2[C:18]3[C:13](=[CH:14][C:15]([C:19]4[CH:24]=[CH:23][CH:22]=[C:21]([O:25][CH3:26])[CH:20]=4)=[CH:16][CH:17]=3)[C:12]([C:29](=[O:33])[C:30]([OH:35])=[O:31])=[CH:11]2)=[CH:7][CH:6]=1)([CH3:4])([CH3:2])[CH3:3]. Procedure details: The title compound was prepared from 1-[4-(tert-butyl)benzyl]-5-(3-methoxyphenyl)-1H-indole and oxalyl chloride in substantially the same manner, as described in Step 3 of Example 25. The product was obtained as a yellow solid, mp: 86-87° C. Mass spectrum (ESI, [M+H]+) m/z 442. 1HNMR (400 MHz, DMSO-d6): δ 13.50 (br s, 1H), 8.71 (s, 1H), 8.40 (s, 1H), 7.69 (d, 1H, J=8.55 Hz), 7.58 (d, 1H, J=8.55 Hz), 7.40-7.35(m, 3H), 7.24 (d, 2H, J=8.40 Hz), 7.20(d, 1H, J=7.64 Hz), 7.14(s, 1H), 6.93 (d, 1H, J=8.... Starting materials: COC1=CC=C(C=C1)C1=NN2C(C3=CC=CC=C13)=NN=C2SC (6-(4-methoxyphenyl)-3-methylthio-1,2,4-triazolo[3,4-a]phthalazine), COCCO (Methylcellosolve). Product: CS(=O)C1=NN=C2N1N=C(C1=CC=CC=C21)C2=CC=CC=C2 (3-methylsulfinyl-6-phenyl-1,2,4-triazolo[3,4-a]phthalazine). Reaction SMILES: CO[C:3]1[CH:8]=[CH:7][C:6]([C:9]2[C:18]3[C:13](=[CH:14][CH:15]=[CH:16][CH:17]=3)[C:12]3=[N:19][N:20]=[C:21]([S:22][CH3:23])[N:11]3[N:10]=2)=[CH:5][CH:4]=1.C[O:25]CCO>>[CH3:23][S:22]([C:21]1[N:11]2[N:10]=[C:9]([C:6]3[CH:7]=[CH:8][CH:3]=[CH:4][CH:5]=3)[C:18]3[C:13]([C:12]2=[N:19][N:20]=1)=[CH:14][CH:15]=[CH:16][CH:17]=3)=[O:25]. Procedure: This compound is obtained by following the procedure of the foregoing example but substituting 6-phenyl-3-methylthio-1,2,4-triazolo[3,4-a]phthalazine for 6-(4-methoxyphenyl)-3-methylthio-1,2,4-triazolo[3,4-a]phthalazine. M.p. 215°-217° C. (Methylcellosolve®). Starting materials: C(CCC)C1=NC=2N(C(N1CC1=CC=C(C=C1)C1=C(C=CC=C1)C1=NN=NN1C(C1=CC=CC=C1)(C1=CC=CC=C1)C1=CC=CC=C1)=O)N=CC2 (2-Butyl-3-[[2'-[1-(triphenylmethyl)-1H-tetrazol-5-yl][1,1'-biphenyl]-4-yl]methyl]-pyrazolo[1,5-a]-1,3,5-triazin-4(3H)-one). Reagents/catalysts: Cl (HCl). Run in CC(=O)C.O (acetone water), CO (methyl alcohol). Yields the product C(CCC)C1=NC=2N(C(N1CC1=CC=C(C=C1)C1=C(C=CC=C1)C1=NN=NN1)=O)N=CC2 (2-Butyl-3-[[2'-(1H-tetrazol-5-yl)[1,1'-biphenyl]-4-yl]methyl]pyrazolo[1,5-a]-1,3,5-triazin-4(3H) -one). The yield is 67.2%. Reaction SMILES: [CH2:1]([C:5]1[N:10]([CH2:11][C:12]2[CH:17]=[CH:16][C:15]([C:18]3[CH:23]=[CH:22][CH:21]=[CH:20][C:19]=3[C:24]3[N:28](C(C4C=CC=CC=4)(C4C=CC=CC=4)C4C=CC=CC=4)[N:27]=[N:26][N:25]=3)=[CH:14][CH:13]=2)[C:9](=[O:48])[N:8]2[N:49]=[CH:50][CH:51]=[C:7]2[N:6]=1)[CH2:2][CH2:3][CH3:4]>CC(C)=O.O.CO.Cl>[CH2:1]([C:5]1[N:10]([CH2:11][C:12]2[CH:13]=[CH:14][C:15]([C:18]3[CH:23]=[CH:22][CH:21]=[CH:20][C:19]=3[C:24]3[NH:28][N:27]=[N:26][N:25]=3)=[CH:16][CH:17]=2)[C:9](=[O:48])[N:8]2[N:49]=[CH:50][CH:51]=[C:7]2[N:6]=1)[CH2:2][CH2:3][CH3:4] |f:1.2|. Reported procedure: A solution of 700 mg of the product of Example 16 in 200 ml of 9:1 acetone-water, 50 ml of methyl alcohol and 2 drops of 5% HCl is refluxed for 16 hours. The reaction mixture is concentrated in vacuo to a residue which is extracted with 3:1 chloroform-methanol. The chloroform layer is dried with anhydrous Na2SO4, filtered and concentrated to a residue which is purified by column chromatography on silica gel by elution with 90% ethyl acetate-hexanes to give 300 mg of the desired product as a soli... The reactants are O=C(Cl)C(=O)Cl, ClCCl, Cc1ccc(C(=O)O)nc1N1CCN(c2cc(-c3ccc(F)cc3)nc(N3CCCC3C)n2)C(C)C1, CN(C)C=O. The product is Cc1ccc(C(N)=O)nc1N1CCN(c2cc(-c3ccc(F)cc3)nc(N3CCCC3C)n2)C(C)C1. Reaction SMILES: [Cl:37][C:38]([C:39]([Cl:40])=[O:41])=[O:42].[Cl:48][CH2:49][Cl:50].[F:1][c:2]1[cH:3][cH:4][c:5](-[c:8]2[cH:9][c:10]([N:20]3[CH:21]([CH3:36])[CH2:22][N:23]([c:26]4[c:27]([CH3:35])[cH:28][cH:29][c:30]([C:32](=[O:33])[OH:34])[n:31]4)[CH2:24][CH2:25]3)[n:11][c:12]([N:14]3[CH:15]([CH3:19])[CH2:16][CH2:17][CH2:18]3)[n:13]2)[cH:6][cH:7]1.[O:43]=[CH:44][N:45]([CH3:46])[CH3:47]>>[F:1][c:2]1[cH:3][cH:4][c:5](-[c:8]2[cH:9][c:10]([N:20]3[CH:21]([CH3:36])[CH2:22][N:23]([c:26]4[c:27]([CH3:35])[cH:28][cH:29][c:30]([C:32](=[O:33])[NH2:45])[n:31]4)[CH2:24][CH2:25]3)[n:11][c:12]([N:14]3[CH:15]([CH3:19])[CH2:16][CH2:17][CH2:18]3)[n:13]2)[cH:6][cH:7]1. Starting materials: CC1(OB(OC1(C)C)C1=CC=NC=C1)C (4-(4,4,5,5-tetramethyl-1,3,2-dioxaborolan-2-yl)pyridine), C([O-])([O-])=O.[Na+].[Na+] (sodium carbonate), BrC=1C(=NN(C1)C)C=1C(=C(C=CC1F)NS(=O)(=O)C1=C(C=CC(=C1)F)F)F (N-[3-(4-bromo-1-methyl-1H-pyrazol-3-yl)-2,4-difluoro-phenyl]-2,5-difluorobenzenesulfonamide). The reagents and catalysts are C=1C=CC(=CC1)[P](C=2C=CC=CC2)(C=3C=CC=CC3)[Pd]([P](C=4C=CC=CC4)(C=5C=CC=CC5)C=6C=CC=CC6)([P](C=7C=CC=CC7)(C=8C=CC=CC8)C=9C=CC=CC9)[P](C=1C=CC=CC1)(C=1C=CC=CC1)C=1C=CC=CC1 (tetrakis(triphenylphosphine)palladium(0)). Run in C(OC)COC (dimethoxyethane), C(OC)COC (dimethoxyethane), C(OC)COC (dimethoxyethane). Conditions: temperature 110 celsius, time 5 minute. Yields the product CN1N=C(C(=C1)C1=CC=NC=C1)C=1C(=C(C=CC1F)NS(=O)(=O)C1=C(C=CC(=C1)F)F)F (N-[3-(1-methyl-4-pyridin-4-yl-1H-pyrazol-3-yl)-2,4-difluoro-phenyl]-2,5-difluoro-benzenesulfonamide), solid. Yield: 36.0%. Reaction SMILES: Br[C:2]1[C:3]([C:8]2[C:9]([F:27])=[C:10]([NH:15][S:16]([C:19]3[CH:24]=[C:23]([F:25])[CH:22]=[CH:21][C:20]=3[F:26])(=[O:18])=[O:17])[CH:11]=[CH:12][C:13]=2[F:14])=[N:4][N:5]([CH3:7])[CH:6]=1.CC1(C)C(C)(C)OB([C:36]2[CH:41]=[CH:40][N:39]=[CH:38][CH:37]=2)O1.C(=O)([O-])[O-].[Na+].[Na+]>C(COC)OC.C1C=CC([P]([Pd]([P](C2C=CC=CC=2)(C2C=CC=CC=2)C2C=CC=CC=2)([P](C2C=CC=CC=2)(C2C=CC=CC=2)C2C=CC=CC=2)[P](C2C=CC=CC=2)(C2C=CC=CC=2)C2C=CC=CC=2)(C2C=CC=CC=2)C2C=CC=CC=2)=CC=1>[CH3:7][N:5]1[CH:6]=[C:2]([C:36]2[CH:41]=[CH:40][N:39]=[CH:38][CH:37]=2)[C:3]([C:8]2[C:9]([F:27])=[C:10]([NH:15][S:16]([C:19]3[CH:24]=[C:23]([F:25])[CH:22]=[CH:21][C:20]=3[F:26])(=[O:18])=[O:17])[CH:11]=[CH:12][C:13]=2[F:14])=[N:4]1 |f:2.3.4,^1:58,60,79,98|. Reported procedure: To a solution of tetrakis(triphenylphosphine)palladium(0) (0.12 g, 0.1 mmol) in dimethoxyethane (3 mL), N-[3-(4-bromo-1-methyl-1H-pyrazol-3-yl)-2,4-difluoro-phenyl]-2,5-difluorobenzenesulfonamide (0.14 g, 0.3 mmol) in dimethoxyethane (3 mL) was added and the mixture was insufflated with nitrogen for 5 min. A solution of 4-(4,4,5,5-tetramethyl-1,3,2-dioxaborolan-2-yl)pyridine (0.13 g, 0.63 mmol) in dimethoxyethane (3 mL) was added and the mixture was insufflated with nitrogen for 10 min, then 2 M... Reactants: C(C)C1C(CC(C(C(OC(C2CCCCN2C(C(C2(C(CC(C(C(CC(CC(=C1)C)C)OC)O2)OC)C)O)=O)=O)=O)C(=CC2CC(C(CC2)O)OC)C)C)O)=O (17-ethyl-1,14-dihydroxy-12-[2'-(4"-hydroxy-3"-methoxycyclohexyl)-1'-methylvinyl]-23,25-dimethoxy-13,19,21,27-tetramethyl-11,28-dioxa-4-azatricyclo[22.3.1.04,9 ]octacos-18-ene-2,3,10,16-tetraone), ClC(C(OCC=CC1=CC=C(C=C1)Cl)=N)(Cl)Cl (p-chlorocinnamyl trichloroacetimidate), FC(S(=O)(=O)O)(F)F (Trifluoromethanesulfonic acid). Yields the product C(C)C1C(CC(C(C(OC(C2CCCCN2C(C(C2(C(CC(C(C(CC(CC(=C1)C)C)OC)O2)OC)C)O)=O)=O)=O)C(=CC2CC(C(CC2)OCC=CC2=CC=C(C=C2)Cl)OC)C)C)O)=O (17-Ethyl-1,14-dihydroxy-12-[2'-(4"-p-chlorocinnamyloxy-3"-methoxycyclohexyl)-1'-methylvinyl]-23,25-dimethoxy-13,19,21,27-tetramethyl-11,28-dioxa-4-azatricyclo[22.3.1.04,9 ]octacos-18-ene-2,3,10,16-tetraone). RXN SMILES: [CH2:1]([CH:3]1[CH:29]=[C:28]([CH3:30])[CH2:27][CH:26]([CH3:31])[CH2:25][CH:24]([O:32][CH3:33])[CH:23]2[O:34][C:19]([OH:38])([CH:20]([CH3:37])[CH2:21][CH:22]2[O:35][CH3:36])[C:18](=[O:39])[C:17](=[O:40])[N:16]2[CH:11]([CH2:12][CH2:13][CH2:14][CH2:15]2)[C:10](=[O:41])[O:9][CH:8]([C:42]([CH3:53])=[CH:43][CH:44]2[CH2:49][CH2:48][CH:47]([OH:50])[CH:46]([O:51][CH3:52])[CH2:45]2)[CH:7]([CH3:54])[CH:6]([OH:55])[CH2:5][C:4]1=[O:56])[CH3:2].ClC(Cl)(Cl)C(=N)O[CH2:61][CH:62]=[CH:63][C:64]1[CH:69]=[CH:68][C:67]([Cl:70])=[CH:66][CH:65]=1.FC(F)(F)S(O)(=O)=O>>[CH2:1]([CH:3]1[CH:29]=[C:28]([CH3:30])[CH2:27][CH:26]([CH3:31])[CH2:25][CH:24]([O:32][CH3:33])[CH:23]2[O:34][C:19]([OH:38])([CH:20]([CH3:37])[CH2:21][CH:22]2[O:35][CH3:36])[C:18](=[O:39])[C:17](=[O:40])[N:16]2[CH:11]([CH2:12][CH2:13][CH2:14][CH2:15]2)[C:10](=[O:41])[O:9][CH:8]([C:42]([CH3:53])=[CH:43][CH:44]2[CH2:49][CH2:48][CH:47]([O:50][CH2:61][CH:62]=[CH:63][C:64]3[CH:69]=[CH:68][C:67]([Cl:70])=[CH:66][CH:65]=3)[CH:46]([O:51][CH3:52])[CH2:45]2)[CH:7]([CH3:54])[CH:6]([OH:55])[CH2:5][C:4]1=[O:56])[CH3:2]. Reported procedure: To a solution of 17-ethyl-1,14-dihydroxy-12-[2'-(4"-hydroxy-3"-methoxycyclohexyl)-1'-methylvinyl]-23,25-dimethoxy-13,19,21,27-tetramethyl-11,28-dioxa-4-azatricyclo[22.3.1.04,9 ]octacos-18-ene-2,3,10,16-tetraone (200 mg in 6 ml 33% methylene chloride in cyclohexane), p-chlorocinnamyl trichloroacetimidate (119 μl neat) was added and the reagents allowed to mix for 5 minutes. Trifluoromethanesulfonic acid (7 μl neat) was added slowly via syringe and the mixture stirred at room temperature. After 30...